From a dataset of the Open Reaction Database (ORD), a public repository of structured organic reaction records. describe an organic reaction: reactants, conditions, products, and yield As a reaction SMILES: O=[C:2]1[C:10]2[C:5](=[CH:6][C:7]([O:11][C:12]3[CH:20]=[CH:19][C:15]([C:16]([NH2:18])=[O:17])=[CH:14][N:13]=3)=[CH:8][CH:9]=2)[CH2:4][CH2:3]1.[CH2:21]([NH2:27])[CH2:22][CH2:23][CH2:24][CH2:25][CH3:26].[BH3-]C#N.[Na+]>Cl[Ti](Cl)(Cl)Cl>[CH2:21]([NH:27][CH:2]1[C:10]2[C:5](=[CH:6][C:7]([O:11][C:12]3[CH:20]=[CH:19][C:15]([C:16]([NH2:18])=[O:17])=[CH:14][N:13]=3)=[CH:8][CH:9]=2)[CH2:4][CH2:3]1)[CH2:22][CH2:23][CH2:24][CH2:25][CH3:26] |f:2.3|. Starting materials: O=C1CCC2=CC(=CC=C12)OC1=NC=C(C(=O)N)C=C1 (6-(1-Oxo-indan-5-yloxy)-nicotinamide), Ti(iPrO)4, [BH3-]C#N.[Na+] (NaBH3CN), O=C1CCC2=CC(=CC=C12)OC1=NC=C(C(=O)N)C=C1 (6-(1-Oxo-indan-5-yloxy)-nicotinamide), C(CCCCC)N (n-hexylamine). Product: C(CCCCC)NC1CCC2=CC(=CC=C12)OC1=NC=C(C(=O)N)C=C1 (6-(1-Hexylamino-indan-5-yloxy)-nicotinamide). The reagents and catalysts are Cl[Ti](Cl)(Cl)Cl (TiCl4). Reported procedure: Using a method similar to Example 1, using 6-(1-oxo-indan-5-yloxy)-nicotinamide (Intermediate 4, 1.11 g, 4.14 mmol), n-hexylamine (502 mg, 4.96 mmol), Ti(iPrO)4 (2.35 g, 8.27 mmol), TiCl4 (1.0M/DCM, 8.27 ml, 8.27 mmol), and NaBH3CN (520 mg, 8.27 mmol) gives the title compound (495 mg) as a tan solid. Mass spectrum (ion spray): m/z=354 (M+1); (HNMR (CDCl3): 8.59 (s, 1H), 8.16 (d, 1H), 7.38 (d, 1H), 6.99 (s, 1H), 6.96 (d, 1H), 6.94 (d, 1H), 5.92 (br. s, 2M, 4.24 (t, 1H), 3.01 (m, 1H), 2.83 (m, 1H)... The yield is 33.8%. Reaction SMILES: [C:1]([C:3]1([C:6]2[CH:7]=[C:8]([CH:12]=[CH:13][CH:14]=2)[C:9](Cl)=[O:10])[CH2:5][CH2:4]1)#[N:2].[NH2:15][C:16]1[CH:17]=[CH:18][C:19]([CH3:38])=[C:20]([CH:37]=1)[O:21][C:22]1[CH:23]=[CH:24][C:25]2[N:26]([N:28]=[C:29]([NH:31][C:32]([CH:34]3[CH2:36][CH2:35]3)=[O:33])[N:30]=2)[CH:27]=1>CN1CCCC1=O.C(OCC)(=O)C>[C:1]([C:3]1([C:6]2[CH:7]=[C:8]([CH:12]=[CH:13][CH:14]=2)[C:9]([NH:15][C:16]2[CH:17]=[CH:18][C:19]([CH3:38])=[C:20]([O:21][C:22]3[CH:23]=[CH:24][C:25]4[N:26]([N:28]=[C:29]([NH:31][C:32]([CH:34]5[CH2:36][CH2:35]5)=[O:33])[N:30]=4)[CH:27]=3)[CH:37]=2)=[O:10])[CH2:5][CH2:4]1)#[N:2]. Solvent: CN1C(CCC1)=O (1-methylpyrrolidin-2-one), C(C)(=O)OCC (ethyl acetate). Reactants: C(#N)C1(CC1)C=1C=C(C(=O)Cl)C=CC1 (3-(1-cyanocyclopropyl)benzoyl chloride), NC=1C=CC(=C(OC=2C=CC=3N(C2)N=C(N3)NC(=O)C3CC3)C1)C (N-[6-(5-amino-2-methylphenoxy)[1,2,4]triazolo[1,5-a]pyridin-2-yl]cyclopropanecarboxamide). Isolated yield 84.0%. Product: C(#N)C1(CC1)C=1C=C(C(=O)NC2=CC(=C(C=C2)C)OC=2C=CC=3N(C2)N=C(N3)NC(=O)C3CC3)C=CC1 (3-(1-cyanocyclopropyl)-N-[3-({2-[(cyclopropylcarbonyl)amino][1,2,4]triazolo[1,5-a]pyridin-6-yl}oxy)-4-methylphenyl]benzamide). Procedure: To a solution of 3-(1-cyanocyclopropyl)benzoyl chloride synthesized above in 1-methylpyrrolidin-2-one (7.0 mL) was added N-[6-(5-amino-2-methylphenoxy)[1,2,4]triazolo[1,5-a]pyridin-2-yl]cyclopropanecarboxamide (200 mg, 0.619 mmol), and the mixture was stirred at room temperature for 8 hr. The reaction mixture was diluted with ethyl acetate (100 mL), washed with 5% aqueous sodium hydrogen carbonate solution (50 mL) and saturated brine (50 mL), and dried over anhydrous sodium sulfate. The insolubl... Reaction conditions: time 8 hour. Starting materials: Cl (HCl), ClC1=NC(=NC=C1)NC1=CC(=CC=C1)C(F)(F)F (4-Chloro-N-(3-(trifluoro-methyl)phenyl)pyrimidin-2-amine), CN(CC(CN)(C)C)C (N1,N1,2,2-tetramethyl-propane-1,3-diamine), C(C)(C)N(CC)C(C)C (diisopropylethylamine). Run in CCOCC (Et2O), O1CCOCC1 (dioxane), C1CCOC1 (THF), CO (MeOH). Yields the product Cl.CN(CC(CNC1=NC(=NC=C1)NC1=CC(=CC=C1)C(F)(F)F)(C)C)C (N4-[3-(dimethylamino)-2,2-dimethylpropyl]-N2-[3-(trifluoro-methyl)phenyl]pyrimidine-2,4-diamine hydrochloride). RXN SMILES: [Cl:1][C:2]1[CH:7]=[CH:6][N:5]=[C:4]([NH:8][C:9]2[CH:14]=[CH:13][CH:12]=[C:11]([C:15]([F:18])([F:17])[F:16])[CH:10]=2)[N:3]=1.[CH3:19][N:20]([CH3:27])[CH2:21][C:22]([CH3:26])([CH3:25])[CH2:23][NH2:24].C(N(C(C)C)CC)(C)C.Cl>C1COCC1.CO.O1CCOCC1.CCOCC>[ClH:1].[CH3:19][N:20]([CH3:27])[CH2:21][C:22]([CH3:26])([CH3:25])[CH2:23][NH:24][C:2]1[CH:7]=[CH:6][N:5]=[C:4]([NH:8][C:9]2[CH:14]=[CH:13][CH:12]=[C:11]([C:15]([F:18])([F:17])[F:16])[CH:10]=2)[N:3]=1 |f:8.9|. Reported procedure: 4-Chloro-N-(3-(trifluoro-methyl)phenyl)pyrimidin-2-amine, 6, (200 mg, 0.73 mmol), N1,N1,2,2-tetramethyl-propane-1,3-diamine (0.232 mL, 1.46 mmol), and diisopropylethylamine (0.254 mL, 1.46 mmol) are dissolved in THF (5 mL) and heated to reflux for 20 hours. The reaction is cooled to room temperature and partitioned between EtOAc and water. The organic layer is dried (MgSO4), concentrated in vacuo, and purified over silica (5% MeOH ramped to 6% MeOH in CH2Cl2 with 0.7% added triethylamine) to giv...